Task: describe an organic reaction: reactants, conditions, products, and yield. Dataset: the Open Reaction Database (ORD), a public repository of structured organic reaction records Reactants: ClC1=C(C(=C(C=C1Cl)N)N)F (4,5-Dichloro-3-fluoro-1,2-phenylenediamine), C(C)(C)N=C=S (isopropyl isothiocyanate), CC1=CC=C(C=C1)S(=O)(=O)[O-].C[N+]1(CCOCC1)CCN=C=NC2CCCCC2 (1-cyclohexyl-3-(2-morpholinoethyl)carbodiimide metho-p-toluenesulfonate). Solvent: N1=CC=CC=C1 (pyridine). Product: ClC1=C(C2=C(NC(=N2)NC(C)C)C=C1Cl)F (5,6-Dichloro-4-fluoro-N-(1-methylethyl)-1H-benzimidazol-2-amine). Yield: 30.9%. RXN SMILES: [Cl:1][C:2]1[C:7]([Cl:8])=[CH:6][C:5]([NH2:9])=[C:4]([NH2:10])[C:3]=1[F:11].[CH:12]([N:15]=[C:16]=S)([CH3:14])[CH3:13].CC1C=CC(S([O-])(=O)=O)=CC=1.C[N+]1(CCN=C=NC2CCCCC2)CCOCC1>N1C=CC=CC=1>[Cl:1][C:2]1[C:7]([Cl:8])=[CH:6][C:5]2[NH:9][C:16]([NH:15][CH:12]([CH3:14])[CH3:13])=[N:10][C:4]=2[C:3]=1[F:11] |f:2.3|. Reported procedure: 4,5-Dichloro-3-fluoro-1,2-phenylenediamine (3.37 g, 17.28 mmol), isopropyl isothiocyanate (2.10 g, 20.76 mmol), 1-cyclohexyl-3-(2-morpholinoethyl)carbodiimide metho-p-toluenesulfonate (9.52 g, 22.48 mmol) and pyridine (100 mL) were used according to general procedure I. The title compound was recrystallized from 1,4-dioxane to provide a tan solid (1.40 g, 31%); m.p. 212-215° C.; 1H NMR (DMSO-d6) δ: 11.15 (br s, 1H, NH), 7.21 (s, 1H, Ar—H), 6.99 (d, J=7.8 Hz, 1H, NH), 3.92 (m, 1H, CH), 1.21 (d, J... Reactants: COC(=O)N1CCC(c2c(C(=O)O)sc3cc(C(F)(F)F)ccc23)CC1, CCOC(C)=O, [Cu], c1ccc2ncccc2c1. Yields the product COC(=O)N1CCC(c2csc3cc(C(F)(F)F)ccc23)CC1. As a reaction SMILES: [CH3:1][O:2][C:3](=[O:4])[N:5]1[CH2:6][CH2:7][CH:8]([c:11]2[c:12]3[c:13]([s:14][c:15]2[C:16]([OH:17])=[O:18])[cH:19][c:20]([C:23]([F:24])([F:25])[F:26])[cH:21][cH:22]3)[CH2:9][CH2:10]1.[CH3:37][CH2:38][O:39][C:40]([CH3:41])=[O:42].[Cu:43].[cH:27]1[cH:28][c:29]2[c:30]([n:31][cH:32][cH:33][cH:34]2)[cH:35][cH:36]1>>[CH3:1][O:2][C:3](=[O:4])[N:5]1[CH2:6][CH2:7][CH:8]([c:11]2[c:12]3[c:13]([s:14][cH:15]2)[cH:19][c:20]([C:23]([F:24])([F:25])[F:26])[cH:21][cH:22]3)[CH2:9][CH2:10]1. Product: CC(=O)c1ccc(Br)c(F)c1. As a reaction SMILES: [Br:1][c:2]1[c:3]([F:14])[cH:4][c:5]([C:6](=[O:7])[N:8]([O:9][CH3:10])[CH3:11])[cH:12][cH:13]1.[CH3:15][Mg:16][Cl:17].[O:18]1[CH2:19][CH2:20][CH2:21][CH2:22]1>>[Br:1][c:2]1[c:3]([F:14])[cH:4][c:5]([C:6](=[O:7])[CH3:15])[cH:12][cH:13]1. Starting materials: CON(C)C(=O)c1ccc(Br)c(F)c1, C[Mg]Cl, C1CCOC1. Starting materials: Cn1c(CC2CCCCC2)ncc(Br)c1=O, O=C([O-])[O-], OB(O)c1ccc(OCc2ccccc2)c(F)c1, [Cl-], [Li+], [Na+], [Na+], C1COCCO1, c1ccc(P(c2ccccc2)(c2ccccc2)[Pd](P(c2ccccc2)(c2ccccc2)c2ccccc2)(P(c2ccccc2)(c2ccccc2)c2ccccc2)P(c2ccccc2)(c2ccccc2)c2ccccc2)cc1. Yields the product Cn1c(CC2CCCCC2)ncc(-c2ccc(OCc3ccccc3)c(F)c2)c1=O. RXN SMILES: [Br:1][c:2]1[c:3](=[O:16])[n:4]([CH3:15])[c:5]([CH2:8][CH:9]2[CH2:10][CH2:11][CH2:12][CH2:13][CH2:14]2)[n:6][cH:7]1.[C:43](=[O:44])([O-:45])[O-:46].[CH2:17]([c:18]1[cH:19][cH:20][cH:21][cH:22][cH:23]1)[O:24][c:25]1[c:26]([F:34])[cH:27][c:28]([B:31]([OH:32])[OH:33])[cH:29][cH:30]1.[Cl-:36].[Li+:35].[Na+:47].[Na+:48].[O:37]1[CH2:38][CH2:39][O:40][CH2:41][CH2:42]1.[cH:49]1[cH:50][cH:51][c:52]([P:53]([Pd:54]([P:55]([c:56]2[cH:57][cH:58][cH:59][cH:60][cH:61]2)([c:62]2[cH:63][cH:64][cH:65][cH:66][cH:67]2)[c:68]2[cH:69][cH:70][cH:71][cH:72][cH:73]2)([P:74]([c:75]2[cH:76][cH:77][cH:78][cH:79][cH:80]2)([c:81]2[cH:82][cH:83][cH:84][cH:85][cH:86]2)[c:87]2[cH:88][cH:89][cH:90][cH:91][cH:92]2)[P:93]([c:94]2[cH:95][cH:96][cH:97][cH:98][cH:99]2)([c:100]2[cH:101][cH:102][cH:103][cH:104][cH:105]2)[c:106]2[cH:107][cH:108][cH:109][cH:110][cH:111]2)([c:112]2[cH:113][cH:114][cH:115][cH:116][cH:117]2)[c:118]2[cH:119][cH:120][cH:121][cH:122][cH:123]2)[cH:124][cH:125]1>>[c:2]1(-[c:28]2[cH:27][c:26]([F:34])[c:25]([O:24][CH2:17][c:18]3[cH:19][cH:20][cH:21][cH:22][cH:23]3)[cH:30][cH:29]2)[c:3](=[O:16])[n:4]([CH3:15])[c:5]([CH2:8][CH:9]2[CH2:10][CH2:11][CH2:12][CH2:13][CH2:14]2)[n:6][cH:7]1. Reaction SMILES: [S:1]1[CH2:5][C:4](=[O:6])[NH:3][C:2]1=[O:7].[CH2:8]([C:11]1[C:19]2[O:18][N:17]=[C:16]([C:20]([F:23])([F:22])[F:21])[C:15]=2[CH:14]=[CH:13][C:12]=1[O:24][CH2:25][CH2:26][CH2:27]Br)[CH2:9][CH3:10]>>[CH2:8]([C:11]1[C:19]2[O:18][N:17]=[C:16]([C:20]([F:21])([F:23])[F:22])[C:15]=2[CH:14]=[CH:13][C:12]=1[O:24][CH2:25][CH2:26][CH2:27][N:3]1[C:4](=[O:6])[CH2:5][S:1][C:2]1=[O:7])[CH2:9][CH3:10]. Reactants: S1C(NC(C1)=O)=O (thiazolidine-2,4-dione), C(CC)C1=C(C=CC=2C(=NOC21)C(F)(F)F)OCCCBr (7-propyl-3-(trifluoromethyl)-6-(3-bromopropyloxy)-1,2-benzisoxazole). The product is C(CC)C1=C(C=CC=2C(=NOC21)C(F)(F)F)OCCCN2C(SCC2=O)=O (3-(3-{[7-propyl-3-(trifluoromethyl)-1,2-benzisoxazol-6-yl]oxy}propyl)thiazolidine-2,4-dione). Procedure details: 3-(3-{[7-propyl-3-(trifluoromethyl)-1,2-benzisoxazol-6-yl]oxy}propyl)thiazolidine-2,4-dione was prepared as for Example 10 from thiazolidine-2,4-dione and the bromide from Example 7. After aqueous work-up and silica gel chromatography, the title compound was obtained. Reactants: Cc1ccccc1, [Na+], [OH-], Cc1ncccc1CO, O=S(Cl)Cl. The product is Cc1ncccc1CCl. RXN SMILES: [CH3:14][c:15]1[cH:16][cH:17][cH:18][cH:19][cH:20]1.[Na+:22].[OH-:21].[OH:1][CH2:2][c:3]1[c:4]([CH3:9])[n:5][cH:6][cH:7][cH:8]1.[S:10]([Cl:11])([Cl:12])=[O:13]>>[CH2:2]([c:3]1[c:4]([CH3:9])[n:5][cH:6][cH:7][cH:8]1)[Cl:12].